From a dataset of the Open Reaction Database (ORD), a public repository of structured organic reaction records. describe an organic reaction: reactants, conditions, products, and yield The reactants are Cc1cc(N)ccc1Br, O=C(O)c1ccc(B(O)O)cc1, [Na+], [Na+], O=C([O-])[O-], O. Yields the product Cc1cc(N)ccc1-c1ccc(C(=O)O)cc1. RXN SMILES: [Br:1][c:2]1[c:3]([CH3:9])[cH:4][c:5]([NH2:6])[cH:7][cH:8]1.[C:10](=[O:11])([OH:12])[c:13]1[cH:14][cH:15][c:16]([B:19]([OH:20])[OH:21])[cH:17][cH:18]1.[Na+:22].[Na+:23].[O-:24][C:25](=[O:26])[O-:27].[OH2:28]>>[c:2]1(-[c:16]2[cH:15][cH:14][c:13]([C:10](=[O:11])[OH:12])[cH:18][cH:17]2)[c:3]([CH3:9])[cH:4][c:5]([NH2:6])[cH:7][cH:8]1. Starting materials: CCCCN(Cc1ccc(OCc2ccccc2)cc1)C(=O)COc1ccc(CC(OCC)C(=O)OCC)cc1, CC#N, [K+], [Li+], [OH-], [OH-], O. Product: CCCCN(Cc1ccc(OCc2ccccc2)cc1)C(=O)COc1ccc(CC(OCC)C(=O)O)cc1. RXN SMILES: [CH2:1]([CH3:2])[O:3][C:4]([CH:5]([CH2:6][c:7]1[cH:8][cH:9][c:10]([O:13][CH2:14][C:15](=[O:16])[N:17]([CH2:18][CH2:19][CH2:20][CH3:21])[CH2:22][c:23]2[cH:24][cH:25][c:26]([O:29][CH2:30][c:31]3[cH:32][cH:33][cH:34][cH:35][cH:36]3)[cH:27][cH:28]2)[cH:11][cH:12]1)[O:37][CH2:38][CH3:39])=[O:40].[CH3:43][C:44]#[N:45].[K+:48].[Li+:42].[OH-:41].[OH-:47].[OH2:46]>>[O:3]=[C:4]([CH:5]([CH2:6][c:7]1[cH:8][cH:9][c:10]([O:13][CH2:14][C:15](=[O:16])[N:17]([CH2:18][CH2:19][CH2:20][CH3:21])[CH2:22][c:23]2[cH:24][cH:25][c:26]([O:29][CH2:30][c:31]3[cH:32][cH:33][cH:34][cH:35][cH:36]3)[cH:27][cH:28]2)[cH:11][cH:12]1)[O:37][CH2:38][CH3:39])[OH:40]. Reactants: C(C)(=O)OC1=C(C(=C(C=O)C=C1OC)Br)OC (4-acetoxy-2-bromo-3,5-dimethoxybenzaldehyde), C(=O)(O)C=1C=C(C=CC1)B(O)O (3-carboxyphenyl boronic acid). The product is C(=O)C1=CC(=C(C(=C1C1=CC(=CC=C1)C(=O)O)OC)O)OC (6′-Formyl-3′-hydroxy-2′,4′-dimethoxy-biphenyl-3-carboxylic acid). Reaction SMILES: C([O:4][C:5]1[C:12]([O:13][CH3:14])=[CH:11][C:8]([CH:9]=[O:10])=[C:7](Br)[C:6]=1[O:16][CH3:17])(=O)C.[C:18]([C:21]1[CH:22]=[C:23](B(O)O)[CH:24]=[CH:25][CH:26]=1)([OH:20])=[O:19]>>[CH:9]([C:8]1[C:7]([C:25]2[CH:24]=[CH:23][CH:22]=[C:21]([C:18]([OH:20])=[O:19])[CH:26]=2)=[C:6]([O:16][CH3:17])[C:5]([OH:4])=[C:12]([O:13][CH3:14])[CH:11]=1)=[O:10]. Procedure: 6′-Formyl-3′-hydroxy-2′,4′-dimethoxy-biphenyl-3-carboxylic acid was prepared from 4-acetoxy-2-bromo-3,5-dimethoxybenzaldehyde (Example 162, step a) and 3-carboxyphenyl boronic acid using the protocol described in Example 145, step a. Mass Spectrum 288 (M+1). Starting materials: CC(C)CCC(C(=CCC)C)O (2,6-dimethyl-6-nonen-5-ol), [OH-].[Na+] (sodium hydroxide), [H-].[Na+] (sodium hydride), S(=O)(=O)(OC)OC (dimethyl sulphate). Solvent: C1=CC=CC=C1 (benzene), CCOCC (ether), O (water), CO (methanol), C1=CC=CC=C1 (benzene). Run at time 30 minute. Yields the product COC(CCC(C)C)C(=CCC)C (5-methoxy-2,6-dimethyl-6-nonene). Yield: 61.4%. RXN SMILES: [H-].[Na+].[CH3:3][CH:4]([CH2:6][CH2:7][CH:8]([OH:14])[C:9]([CH3:13])=[CH:10][CH2:11][CH3:12])[CH3:5].S(OC)(O[CH3:19])(=O)=O.[OH-].[Na+]>C1C=CC=CC=1.O.CCOCC.CO>[CH3:19][O:14][CH:8]([C:9]([CH3:13])=[CH:10][CH2:11][CH3:12])[CH2:7][CH2:6][CH:4]([CH3:5])[CH3:3] |f:0.1,4.5|. Procedure: 6.13 g of a 55-60% sodium hydride dispersion in 100 ml of benzene are placed in a reaction vessel equipped with stirrer, thermometer, reflux condenser and dropping funnel and a solution of 20.0 g of 2,6-dimethyl-6-nonen-5-ol in 100 ml of benzene is added dropwise thereto over a period of 30 minutes while stirring at room temperature. In order to complete the reaction, the mixture is held at reflux temperature for 12 hours. The mixture is subsequently cooled to 20° C. At this temperature there ar... Reactants: CC(C)(C)[O-], COC(=O)C(C(C)C)S(=O)(=O)Nc1nc(OC)cc(OC)n1, Cl, CI, [K+], C1CCOC1, O. Product: COC(=O)C(C)(C(C)C)S(=O)(=O)Nc1nc(OC)cc(OC)n1. RXN SMILES: [CH3:1][C:2]([CH3:3])([O-:4])[CH3:5].[CH3:7][O:8][c:9]1[n:10][c:11]([NH:17][S:18](=[O:19])(=[O:20])[CH:21]([C:22](=[O:23])[O:24][CH3:25])[CH:26]([CH3:27])[CH3:28])[n:12][c:13]([O:15][CH3:16])[cH:14]1.[ClH:31].[I:29][CH3:30].[K+:6].[O:32]1[CH2:33][CH2:34][CH2:35][CH2:36]1.[OH2:37]>>[CH3:1][C:21]([S:18]([NH:17][c:11]1[n:10][c:9]([O:8][CH3:7])[cH:14][c:13]([O:15][CH3:16])[n:12]1)(=[O:19])=[O:20])([C:22](=[O:23])[O:24][CH3:25])[CH:26]([CH3:27])[CH3:28]. Reactants: [H-], [Na+], CN(C)C=O, Cc1ccc(S(=O)(=O)OCC(CCCO)CC2COC(C)(C)N2C(=O)OC(C)(C)C)cc1. The product is CC(C)(C)OC(=O)N1C(CC2CCCOC2)COC1(C)C. Reaction SMILES: [H-:34].[Na+:33].[O:35]=[CH:36][N:37]([CH3:38])[CH3:39].[OH:1][CH2:2][CH2:3][CH2:4][CH:5]([CH2:6][CH:7]1[N:8]([C:14](=[O:15])[O:16][C:17]([CH3:18])([CH3:19])[CH3:20])[C:9]([CH3:12])([CH3:13])[O:10][CH2:11]1)[CH2:21][O:22][S:23]([c:24]1[cH:25][cH:26][c:27]([CH3:28])[cH:29][cH:30]1)(=[O:31])=[O:32]>>[CH2:2]1[CH2:3][CH2:4][CH:5]([CH2:6][CH:7]2[N:8]([C:14](=[O:15])[O:16][C:17]([CH3:18])([CH3:19])[CH3:20])[C:9]([CH3:12])([CH3:13])[O:10][CH2:11]2)[CH2:21][O:22]1.